From a dataset of the Open Reaction Database (ORD), a public repository of structured organic reaction records. describe an organic reaction: reactants, conditions, products, and yield Starting materials: [N+](=[N-])(C(=O)OCC)C(=O)OCC (diethyl diazodicarboxylate), C(#N)C1=C(C=C(C=C1)OC)O (2-cyano-5-methoxyphenol), CC(C)(C)OC(N(C)CC[C@@H](C1=CC=CC=C1)O)=O ([(3S)-3-hydroxy-3-phenylpropyl]methylcarbamic acid 1,1-dimethylethyl ester), C1(=CC=CC=C1)P(C1=CC=CC=C1)C1=CC=CC=C1 (triphenylphosphine). Run in O1CCCC1 (tetrahydrofuran). Run at time 24 hour. Product: C(#N)C1=C(O[C@H](CCN(C(OC(C)(C)C)=O)C)C2=CC=CC=C2)C=C(C=C1)OC ([(3R)-3-(2-Cyano-5-methoxyphenoxy)-3-phenylpropyl]methylcarbamic acid, 1,1-dimethylethyl ester). Yield: 69.4%. As a reaction SMILES: [C:1]([C:3]1[CH:8]=[CH:7][C:6]([O:9][CH3:10])=[CH:5][C:4]=1[OH:11])#[N:2].[CH3:12][C:13]([O:16][C:17](=[O:30])[N:18]([CH2:20][CH2:21][C@H:22](O)[C:23]1[CH:28]=[CH:27][CH:26]=[CH:25][CH:24]=1)[CH3:19])([CH3:15])[CH3:14].C1(P(C2C=CC=CC=2)C2C=CC=CC=2)C=CC=CC=1.[N+](C(OCC)=O)(C(OCC)=O)=[N-]>O1CCCC1>[C:1]([C:3]1[CH:8]=[CH:7][C:6]([O:9][CH3:10])=[CH:5][C:4]=1[O:11][C@@H:22]([C:23]1[CH:24]=[CH:25][CH:26]=[CH:27][CH:28]=1)[CH2:21][CH2:20][N:18]([CH3:19])[C:17](=[O:30])[O:16][C:13]([CH3:15])([CH3:14])[CH3:12])#[N:2]. Procedure: To a stirred mixture of 2-cyano-5-methoxyphenol (149 mg, 1.00 mmol) and [(3S)-3-hydroxy-3-phenylpropyl]methylcarbamic acid 1,1-dimethylethyl ester (265 mg, 1.00 mmol) in tetrahydrofuran (10 ml) under nitrogen was added triphenylphosphine (290 mg, 1.10 mmol) followed by diethyl diazodicarboxylate (192 mg, 1.10 mmol). The reaction mixture was stirred at room temperature for 24 h, then evaporated to dryness. The residue was eluted down a flash chromatography column using 30% ethyl acetate/isohexane... Reactants: O.NN (Hydrazine monohydrate), C1(=CC=CC=C1)C(CC(=O)C1=CC=CC=C1)=O (1,3-diphenylpropane-1,3-dione). Run in C(C)O (ethanol). Reaction conditions: temperature 60 celsius. Yields the product C1(=CC=CC=C1)C1=NNC(=C1)C1=CC=CC=C1 (3,5-diphenyl-1H-pyrazole), 22. RXN SMILES: O.[NH2:2][NH2:3].[C:4]1([C:10](=O)[CH2:11][C:12]([C:14]2[CH:19]=[CH:18][CH:17]=[CH:16][CH:15]=2)=O)[CH:9]=[CH:8][CH:7]=[CH:6][CH:5]=1>C(O)C>[C:4]1([C:10]2[CH:11]=[C:12]([C:14]3[CH:19]=[CH:18][CH:17]=[CH:16][CH:15]=3)[NH:3][N:2]=2)[CH:9]=[CH:8][CH:7]=[CH:6][CH:5]=1 |f:0.1|. Reported procedure: Hydrazine monohydrate (2.16 mL) is added to a solution of 1,3-diphenylpropane-1,3-dione (10.0 g) in ethanol (100 mL) and the mixture is heated to 60° C. for 2.5 h forming a white precipitate over this time. Ethanol is removed in vacuo and the residue is taken up in ethyl acetate. The resulting suspension is filtered to give 3,5-diphenyl-1H-pyrazole, 22 (3.44 g) as a white powder. The filtrate is washed with water (2×100 mL), dried over magnesium sulfate and concentrated to give further 3,5-diphe... Procedure: To a mixture of 4-chloroaniline (16.2 g), toluene (120 ml), and pyridine (11 ml) at 0° C., cinnamoyl chloride (20.0 g) in 120 ml of toluene was added dropwise. After stirring 15 minutes at 0° C. the reaction mixture was poured into a mixture of ethyl acetate: water (250 ml:250 ml). The organic layer was separated and extracted with 5% aqueous HCl (3×250 ml), water (1×250 ml), 5% aqueous sodium bicarbonate (3×250 ml), dried over anhydrous sodium sulfate and evaporated yielding the amide as a whit... Product: ClC1=CC=C(C=C1)NC(C=CC1=CC=CC=C1)=O (N-(4-chlorophenyl)cinnamamide). Run at temperature 0 celsius, time 15 minute. Solvent: O (water), C1(=CC=CC=C1)C (toluene), C1(=CC=CC=C1)C (toluene). Reactants: C(C)(=O)OCC (ethyl acetate), C(C=CC1=CC=CC=C1)(=O)Cl (cinnamoyl chloride), ClC1=CC=C(N)C=C1 (4-chloroaniline), N1=CC=CC=C1 (pyridine). As a reaction SMILES: [Cl:1][C:2]1[CH:8]=[CH:7][C:5]([NH2:6])=[CH:4][CH:3]=1.N1C=CC=CC=1.[C:15](Cl)(=[O:24])[CH:16]=[CH:17][C:18]1[CH:23]=[CH:22][CH:21]=[CH:20][CH:19]=1.C(OCC)(=O)C>C1(C)C=CC=CC=1.O>[Cl:1][C:2]1[CH:8]=[CH:7][C:5]([NH:6][C:15](=[O:24])[CH:16]=[CH:17][C:18]2[CH:23]=[CH:22][CH:21]=[CH:20][CH:19]=2)=[CH:4][CH:3]=1. The reactants are NC(=O)C=1C=C(C(=O)OC)C=C(C1)Cl (methyl 3-(aminocarbonyl)-5-chlorobenzoate), S(=O)(Cl)Cl (thionyl chloride). The solvent is CN(C=O)C (N,N-dimethylformamide). Conditions: temperature 80 celsius, time 1 hour. The product is ClC=1C=C(C(=O)OC)C=C(C1)C#N (methyl 3-chloro-5-cyanobenzoate). Isolated yield 57.1%. Reaction SMILES: [NH2:1][C:2]([C:4]1[CH:5]=[C:6]([CH:11]=[C:12]([Cl:14])[CH:13]=1)[C:7]([O:9][CH3:10])=[O:8])=O.S(Cl)(Cl)=O>CN(C)C=O>[Cl:14][C:12]1[CH:11]=[C:6]([CH:5]=[C:4]([C:2]#[N:1])[CH:13]=1)[C:7]([O:9][CH3:10])=[O:8]. Reported procedure: (Step 1) To a solution of methyl 3-(aminocarbonyl)-5-chlorobenzoate (2.2 g) in N,N-dimethylformamide (15 ml) was added thionyl chloride (2 ml) at 0° C., and the mixture was stirred at 80° C. for 1 hr. The reaction solution was quenched with ice and extracted with ethyl acetate. The extract was washed with aqueous sodium hydrogen carbonate solution and then with saturated brine, and dried over anhydrous magnesium sulfate. The solvent was evaporated under reduced pressure, and the obtained residue... Starting materials: C1(=CC=CC=C1)CC(=O)N[C@H]1[C@@H]2N(C(=C(CS2)OS(=O)(=O)C(F)(F)F)C(=O)OCC2=CC=C(C=C2)OC)C1=O (p-methoxybenzyl (6R,7R)-7-phenylacetamido-3-(trifluoromethanesulphonyloxy)ceph-3-em-4-carboxylate), ClC1=CC(=CC=C1)C(=O)OO (m-chloroperbenzoic acid). Run in ClCCl (dichloromethane), ClCCl (dichloromethane). Run at time 30 minute. The product is O=[S@]1CC(=C(N2[C@H]1[C@@H](C2=O)NC(CC2=CC=CC=C2)=O)C(=O)OCC2=CC=C(C=C2)OC)OS(=O)(=O)C(F)(F)F (p-Methoxybenzyl (1S,6R,7R)-1-oxo-7-phenylacetamido-3-(trifluoromethanesulphonyloxy)ceph-3-em-4-carboxylate). Isolated yield 75.7%. As a reaction SMILES: [C:1]1([CH2:7][C:8]([NH:10][C@@H:11]2[C:38](=[O:39])[N:13]3[C:14]([C:26]([O:28][CH2:29][C:30]4[CH:35]=[CH:34][C:33]([O:36][CH3:37])=[CH:32][CH:31]=4)=[O:27])=[C:15]([O:18][S:19]([C:22]([F:25])([F:24])[F:23])(=[O:21])=[O:20])[CH2:16][S:17][C@H:12]23)=[O:9])[CH:6]=[CH:5][CH:4]=[CH:3][CH:2]=1.ClC1C=CC=C(C(OO)=[O:48])C=1>ClCCl>[O:48]=[S@@:17]1[C@@H:12]2[C@H:11]([NH:10][C:8](=[O:9])[CH2:7][C:1]3[CH:2]=[CH:3][CH:4]=[CH:5][CH:6]=3)[C:38](=[O:39])[N:13]2[C:14]([C:26]([O:28][CH2:29][C:30]2[CH:31]=[CH:32][C:33]([O:36][CH3:37])=[CH:34][CH:35]=2)=[O:27])=[C:15]([O:18][S:19]([C:22]([F:24])([F:25])[F:23])(=[O:21])=[O:20])[CH2:16]1. Procedure: A solution of p-methoxybenzyl (6R,7R)-7-phenylacetamido-3-(trifluoromethanesulphonyloxy)ceph-3-em-4-carboxylate (1.0 g, 1.7 mmol) in dichloromethane (25 ml) was treated with a solution of m-chloroperbenzoic acid (70%) (0.45, 1.8 mmol) in dichloromethane (15 ml). After stirring at room temperature for 30 min the solvent was evaporated and the residue crystallised from dichloro-methane/hexane to give the title compound (775 mg, 75%); m/z (3-NOBA sodium) 625 (MNa+); νmax (KBr) 1793, 1736, 1649 cm-1... The reactants are FC=1C=CC(=C(C1)C(CC(CNC1=C2C=NN(C2=CC(=C1)C)C=1C=C(C(=O)O)C=CC1)(C(F)(F)F)O)(C)C)OC (3-(4-{[4-[5-fluoro-2-(methyloxy)phenyl]-2-hydroxy-4-methyl-2-(trifluoromethyl)pentyl]amino}-6-methyl-1H-indazol-1-yl)benzoic acid), Cl.N[C@H](C)C(=O)N (D-alaninamide hydrochloride). Yields the product NC([C@@H](C)NC(C1=CC(=CC=C1)N1N=CC2=C(C=C(C=C12)C)NCC(CC(C)(C)C1=C(C=CC(=C1)F)OC)(C(F)(F)F)O)=O)=O (N-[(1R)-2-Amino-1-methyl-2-oxoethyl]-3-(4-{[4-[5-fluoro-2-(methyloxy)phenyl]-2-hydroxy-4-methyl-2-(trifluoromethyl)pentyl]amino}-6-methyl-1H-indazol-1-yl)benzamide). RXN SMILES: [F:1][C:2]1[CH:3]=[CH:4][C:5]([O:39][CH3:40])=[C:6]([C:8]([CH3:38])([CH3:37])[CH2:9][C:10]([OH:36])([C:32]([F:35])([F:34])[F:33])[CH2:11][NH:12][C:13]2[CH:21]=[C:20]([CH3:22])[CH:19]=[C:18]3[C:14]=2[CH:15]=[N:16][N:17]3[C:23]2[CH:24]=[C:25]([CH:29]=[CH:30][CH:31]=2)[C:26]([OH:28])=O)[CH:7]=1.Cl.[NH2:42][C@@H:43]([C:45]([NH2:47])=[O:46])[CH3:44]>>[NH2:47][C:45](=[O:46])[C@H:43]([NH:42][C:26](=[O:28])[C:25]1[CH:29]=[CH:30][CH:31]=[C:23]([N:17]2[C:18]3[C:14](=[C:13]([NH:12][CH2:11][C:10]([OH:36])([C:32]([F:34])([F:33])[F:35])[CH2:9][C:8]([C:6]4[CH:7]=[C:2]([F:1])[CH:3]=[CH:4][C:5]=4[O:39][CH3:40])([CH3:38])[CH3:37])[CH:21]=[C:20]([CH3:22])[CH:19]=3)[CH:15]=[N:16]2)[CH:24]=1)[CH3:44] |f:1.2|. Reported procedure: Prepared similarly to Example 1 from 3-(4-{[4-[5-fluoro-2-(methyloxy)phenyl]-2-hydroxy-4-methyl-2-(trifluoromethyl)pentyl]amino}-6-methyl-1H-indazol-1-yl)benzoic acid and D-alaninamide hydrochloride. Starting materials: CN(C)C=O (DMF), [Li+].CC(C)[N-]C(C)C (LDA), C1CCOC1 (THF), [Se]1C(=CC=C1)C=1[Se]C(=CC1)C=1[Se]C=CC1 (2,2′:5′,2″-terselenophene). Solvent: C(C)(=O)OCC (ethyl acetate). Run at temperature -78 celsius, time 3 hour. The product is C(=O)C=1[Se]C(=CC1)C=1[Se]C(=CC1)C=1[Se]C=CC1 (2-formyl-5,2′:5′,2″-terselenophene). Isolated yield 75.0%. As a reaction SMILES: [Li+].CC([N-]C(C)C)C.[CH2:9]1[CH2:13][O:12][CH2:11][CH2:10]1.[Se:14]1[CH:18]=[CH:17][CH:16]=[C:15]1[C:19]1[Se:20][C:21]([C:24]2[Se:25]C=CC=2)=[CH:22][CH:23]=1.CN(C=O)C>C(OCC)(=O)C>[CH:11]([C:10]1[Se:25][C:24]([C:21]2[Se:20][C:19]([C:15]3[Se:14][CH:18]=[CH:17][CH:16]=3)=[CH:23][CH:22]=2)=[CH:13][CH:9]=1)=[O:12] |f:0.1|. Procedure details: LDA (1.0 M solution in THF, 310 mL) was added to an anhydrous THF solution (4 mL) containing 2,2′:5′,2″-terselenophene (100 mg) under N2 at −78° C. The solution was stirred at −78° C. for 3 h, anhydrous DMF (1 mL) was added, stirred at −78° C. for 1 h, and slowly warmed to room temperature. The reaction solution was diluted with ethyl acetate (100 mL) and washed with H2O (4×100 mL). The organic layer was separated, dried over MgSO4, filtered, and the solvent was removed under vacuum. The residue... Starting materials: O=CO, O=C(NC1=NN(c2ccc(Cl)c(Cl)c2)CC1)C(F)(F)F, CC1CN(c2ccc(Cl)c(Cl)c2)N=C1NC=O. Product: O=CNC1=NN(c2ccc(Cl)c(Cl)c2)CC1. As a reaction SMILES: [CH:38]([OH:39])=[O:40].[Cl:1][c:2]1[cH:3][c:4]([N:9]2[N:10]=[C:11]([NH:14][C:15]([C:16]([F:17])([F:18])[F:19])=[O:20])[CH2:12][CH2:13]2)[cH:5][cH:6][c:7]1[Cl:8].[Cl:21][c:22]1[cH:23][c:24]([N:25]2[CH2:26][CH:27]([CH3:28])[C:29]([NH:30][CH:31]=[O:32])=[N:33]2)[cH:34][cH:35][c:36]1[Cl:37]>>[Cl:1][c:2]1[cH:3][c:4]([N:9]2[N:10]=[C:11]([NH:14][CH:15]=[O:20])[CH2:12][CH2:13]2)[cH:5][cH:6][c:7]1[Cl:8]. Reactants: C(C)(=O)C1=C(C(=C(C=C1)SCCCBr)CCC)O (3-(4-acetyl-3-hydroxy-2-propylphenylthio)-propyl bromide), C1(=CC=CC=C1)P(C1=CC=CC=C1)C1=CC=CC=C1 (triphenylphosphine). The product is [Br-].C(C)(=O)C1=C(C(=C(C=C1)SCCC[P+](C1=CC=CC=C1)(C1=CC=CC=C1)C1=CC=CC=C1)CCC)O (3-(4-acetyl-3-hydroxy-2-propylphenylthio)-propyl-triphenylphosphonium bromide). RXN SMILES: [C:1]([C:4]1[CH:9]=[CH:8][C:7]([S:10][CH2:11][CH2:12][CH2:13][Br:14])=[C:6]([CH2:15][CH2:16][CH3:17])[C:5]=1[OH:18])(=[O:3])[CH3:2].[C:19]1([P:25]([C:32]2[CH:37]=[CH:36][CH:35]=[CH:34][CH:33]=2)[C:26]2[CH:31]=[CH:30][CH:29]=[CH:28][CH:27]=2)[CH:24]=[CH:23][CH:22]=[CH:21][CH:20]=1>>[Br-:14].[C:1]([C:4]1[CH:9]=[CH:8][C:7]([S:10][CH2:11][CH2:12][CH2:13][P+:25]([C:26]2[CH:27]=[CH:28][CH:29]=[CH:30][CH:31]=2)([C:32]2[CH:37]=[CH:36][CH:35]=[CH:34][CH:33]=2)[C:19]2[CH:20]=[CH:21][CH:22]=[CH:23][CH:24]=2)=[C:6]([CH2:15][CH2:16][CH3:17])[C:5]=1[OH:18])(=[O:3])[CH3:2] |f:2.3|. Reported procedure: The title compound is prepared analogously to Example 1 from 3-(4-acetyl-3-hydroxy-2-propylphenylthio)-propyl bromide and triphenylphosphine.